The task is: describe an organic reaction: reactants, conditions, products, and yield. This data is from the Open Reaction Database (ORD), a public repository of structured organic reaction records. The reactants are Cl, Oc1nnc2c3cc(-c4ccccc4)c(-c4ccc(C5OCCO5)cc4)nc3ccn12, C1COCCO1. Product: O=Cc1ccc(-c2nc3ccn4c(O)nnc4c3cc2-c2ccccc2)cc1. As a reaction SMILES: [ClH:38].[O:1]1[CH:2]([c:6]2[cH:7][cH:8][c:9](-[c:12]3[n:13][c:14]4[cH:15][cH:16][n:17]5[c:18]([c:19]4[cH:20][c:21]3-[c:22]3[cH:23][cH:24][cH:25][cH:26][cH:27]3)[n:28][n:29][c:30]5[OH:31])[cH:10][cH:11]2)[O:5][CH2:4][CH2:3]1.[O:32]1[CH2:33][CH2:34][O:35][CH2:36][CH2:37]1>>[O:1]=[CH:2][c:6]1[cH:7][cH:8][c:9](-[c:12]2[n:13][c:14]3[cH:15][cH:16][n:17]4[c:18]([c:19]3[cH:20][c:21]2-[c:22]2[cH:23][cH:24][cH:25][cH:26][cH:27]2)[n:28][n:29][c:30]4[OH:31])[cH:10][cH:11]1. The reactants are O=C([O-])[O-], O=[N+]([O-])c1cccc(-c2ccc(O)c(OC3CCCC3)c2)c1, BrC1CCCC1, [Cs+], [Cs+], CN(C)C=O, Oc1ccccc1. The product is COc1ccc(-c2cccc([N+](=O)[O-])c2)cc1OC1CCCC1. As a reaction SMILES: [C:23](=[O:24])([O-:25])[O-:26].[CH:1]1([O:6][c:7]2[c:8]([OH:22])[cH:9][cH:10][c:11](-[c:13]3[cH:14][c:15]([N+:19](=[O:20])[O-:21])[cH:16][cH:17][cH:18]3)[cH:12]2)[CH2:2][CH2:3][CH2:4][CH2:5]1.[CH:29]1([Br:30])[CH2:31][CH2:32][CH2:33][CH2:34]1.[Cs+:27].[Cs+:28].[O:42]=[CH:43][N:44]([CH3:45])[CH3:46].[OH:35][c:36]1[cH:37][cH:38][cH:39][cH:40][cH:41]1>>[CH:1]1([O:6][c:7]2[c:8]([O:22][CH3:23])[cH:9][cH:10][c:11](-[c:13]3[cH:14][c:15]([N+:19](=[O:20])[O-:21])[cH:16][cH:17][cH:18]3)[cH:12]2)[CH2:2][CH2:3][CH2:4][CH2:5]1. The reactants are N1=CC=CC=C1 (pyridine), O=S1(N=C2N(C3=C1C=C(C=C3)OC=3C=C(C=CC3)C(N)=NO)CCC2)=O (3-[(5,5-Dioxido-2,3-dihydro-1H-pyrrolo[2,1-c][1,2,4]benzothiadiazin-7-yl)oxy]-N′-hydroxybenzenecarboximidamide), S(=O)(Cl)Cl (thionyl chloride). The solvent is C1CCOC1 (THF), C(Cl)Cl (CH2Cl2). Run at time 30 minute. Yields the product O=S1ON=C(N1)C=1C=C(OC2=CC3=C(N4C(=NS3(=O)=O)CCC4)C=C2)C=CC1 (7-[3-(2-Oxido-3H-1,2,3,5-oxathiadiazol-4-yl)phenoxy]-2,3-dihydro-1H-pyrrolo[2,1-c][1,2,4]benzothiadiazine 5,5-dioxide). Reaction SMILES: [O:1]=[S:2]1(=[O:26])[C:7]2[CH:8]=[C:9]([O:12][C:13]3[CH:14]=[C:15]([C:19](=[N:21][OH:22])[NH2:20])[CH:16]=[CH:17][CH:18]=3)[CH:10]=[CH:11][C:6]=2[N:5]2[CH2:23][CH2:24][CH2:25][C:4]2=[N:3]1.N1C=CC=CC=1.[S:33](Cl)(Cl)=[O:34]>C1COCC1.C(Cl)Cl>[O:34]=[S:33]1[NH:20][C:19]([C:15]2[CH:14]=[C:13]([CH:18]=[CH:17][CH:16]=2)[O:12][C:9]2[CH:10]=[CH:11][C:6]3[N:5]4[CH2:23][CH2:24][CH2:25][C:4]4=[N:3][S:2](=[O:1])(=[O:26])[C:7]=3[CH:8]=2)=[N:21][O:22]1. Procedure: To a suspension, cooled to 0° C., of the product obtained in Step A of Example 13 (250 mg, 0.67 mmol) in 15 ml of THF there are added 109 μl (1.34 mmol) of pyridine and then, dropwise, 72 μl (1.01 mmol) of thionyl chloride dissolved in 3 ml of CH2Cl2. Stirring is carried out at 0° C. for 30 minutes and the mixture is allowed to come back to ambient temperature whilst stirring for a further hour. Evaporation to dryness is carried out and the residue is made more solid by triturating it in water. ... The reactants are NC=1C=C2CC(NC2=CC1)=O (5-amino-2-oxindole), C(C1=CC=CC=C1)=O (benzaldehyde). The product is C(C1=CC=CC=C1)NC=1C=C2CC(NC2=CC1)=O (5-Benzylamino-2-oxindole). Reaction SMILES: [NH2:1][C:2]1[CH:3]=[C:4]2[C:8](=[CH:9][CH:10]=1)[NH:7][C:6](=[O:11])[CH2:5]2.[CH:12](=O)[C:13]1[CH:18]=[CH:17][CH:16]=[CH:15][CH:14]=1>>[CH2:12]([NH:1][C:2]1[CH:3]=[C:4]2[C:8](=[CH:9][CH:10]=1)[NH:7][C:6](=[O:11])[CH2:5]2)[C:13]1[CH:18]=[CH:17][CH:16]=[CH:15][CH:14]=1. Procedure details: By reaction of 5-amino-2-oxindole with benzaldehyde using the procedure of Example 1, the title compound was prepared. Starting materials: C(C)(C)(C)OC(NC1=C(C=C(C=C1)C1=CC=C(C=C1)F)N)=O ((3-amino-4′-fluoro-biphenyl-4-yl)-carbamic acid tert.-butyl ester), C(C)(C)(C)OC(CC(=O)C1=CC(=NC=C1)C#N)=O (3-(2-cyano-pyridin-4-yl)-3-oxo-propionic acid tert.-butyl ester). The product is C(C)(C)(C)OC(NC1=C(C=C(C=C1)C1=CC=C(C=C1)F)NC(CC(=O)C1=CC(=NC=C1)C#N)=O)=O ({3-[3-(2-Cyano-pyridin-4-yl)-3-oxo-propionylamino]-4′-fluoro-biphenyl-4-yl}-carbamic acid tert.-butyl ester). RXN SMILES: [C:1]([O:5][C:6](=[O:22])[NH:7][C:8]1[CH:13]=[CH:12][C:11]([C:14]2[CH:19]=[CH:18][C:17]([F:20])=[CH:16][CH:15]=2)=[CH:10][C:9]=1[NH2:21])([CH3:4])([CH3:3])[CH3:2].C([O:27][C:28](=O)[CH2:29][C:30]([C:32]1[CH:37]=[CH:36][N:35]=[C:34]([C:38]#[N:39])[CH:33]=1)=[O:31])(C)(C)C>>[C:1]([O:5][C:6](=[O:22])[NH:7][C:8]1[CH:13]=[CH:12][C:11]([C:14]2[CH:15]=[CH:16][C:17]([F:20])=[CH:18][CH:19]=2)=[CH:10][C:9]=1[NH:21][C:28](=[O:27])[CH2:29][C:30]([C:32]1[CH:37]=[CH:36][N:35]=[C:34]([C:38]#[N:39])[CH:33]=1)=[O:31])([CH3:4])([CH3:2])[CH3:3]. Procedure: Prepared from (3-amino-4′-fluoro-biphenyl-4-yl)-carbamic acid tert.-butyl ester (Example G39) and 3-(2-cyano-pyridin-4-yl)-3-oxo-propionic acid tert.-butyl ester (Example H10) according to the general procedure K. Obtained as a red solid (118 mg). Reactants: CCOC(=O)C(CCCCCC=CCC1c2ccc(OC)cc2SCC1(C)c1ccc(OC)cc1)CCCC(F)(F)C(F)(F)F, C1CCOC1. The product is CCOC(=O)C(CCCCCCCCC1c2ccc(OC)cc2SCC1(C)c1ccc(OC)cc1)CCCC(F)(F)C(F)(F)F. As a reaction SMILES: [CH3:1][O:2][c:3]1[cH:4][cH:5][c:6]2[c:11]([cH:12]1)[S:10][CH2:9][C:8]([CH3:13])([c:14]1[cH:15][cH:16][c:17]([O:20][CH3:21])[cH:18][cH:19]1)[CH:7]2[CH2:22][CH:23]=[CH:24][CH2:25][CH2:26][CH2:27][CH2:28][CH2:29][CH:30]([C:31](=[O:32])[O:33][CH2:34][CH3:35])[CH2:36][CH2:37][CH2:38][C:39]([C:40]([F:41])([F:42])[F:43])([F:44])[F:45].[O:46]1[CH2:47][CH2:48][CH2:49][CH2:50]1>>[CH3:1][O:2][c:3]1[cH:4][cH:5][c:6]2[c:11]([cH:12]1)[S:10][CH2:9][C:8]([CH3:13])([c:14]1[cH:15][cH:16][c:17]([O:20][CH3:21])[cH:18][cH:19]1)[CH:7]2[CH2:22][CH2:23][CH2:24][CH2:25][CH2:26][CH2:27][CH2:28][CH2:29][CH:30]([C:31](=[O:32])[O:33][CH2:34][CH3:35])[CH2:36][CH2:37][CH2:38][C:39]([C:40]([F:41])([F:42])[F:43])([F:44])[F:45].